From a dataset of the Open Reaction Database (ORD), a public repository of structured organic reaction records. describe an organic reaction: reactants, conditions, products, and yield Reactants: IC=1C=C(C(=O)OCC)C=CC1 (Ethyl 3-iodobenzoate), din dioxane, C1(CCCCC1)S (cyclohexanethiol), C(C)(C)N(C(C)C)CC (N,N-diisopropylethylamine), CC1(C2=C(C(=CC=C2)P(C3=CC=CC=C3)C4=CC=CC=C4)OC5=C(C=CC=C51)P(C6=CC=CC=C6)C7=CC=CC=C7)C (Xantphos). Reagents/catalysts: C=1C=CC(=CC1)/C=C/C(=O)/C=C/C2=CC=CC=C2.C=1C=CC(=CC1)/C=C/C(=O)/C=C/C2=CC=CC=C2.C=1C=CC(=CC1)/C=C/C(=O)/C=C/C2=CC=CC=C2.[Pd].[Pd] (Pd2(dba)3). Solvent: C(C)(=O)OCC (ethyl acetate). Reaction conditions: temperature 100 celsius, time 7 hour. Yields the product C1(CCCCC1)SC=1C=C(C(=O)OCC)C=CC1 (ethyl 3-(cyclohexylthio)benzoate). Reaction SMILES: I[C:2]1[CH:3]=[C:4]([CH:10]=[CH:11][CH:12]=1)[C:5]([O:7][CH2:8][CH3:9])=[O:6].[CH:13]1([SH:19])[CH2:18][CH2:17][CH2:16][CH2:15][CH2:14]1.C(N(CC)C(C)C)(C)C.CC1(C)C2C(=C(P(C3C=CC=CC=3)C3C=CC=CC=3)C=CC=2)OC2C(P(C3C=CC=CC=3)C3C=CC=CC=3)=CC=CC1=2>C1C=CC(/C=C/C(/C=C/C2C=CC=CC=2)=O)=CC=1.C1C=CC(/C=C/C(/C=C/C2C=CC=CC=2)=O)=CC=1.C1C=CC(/C=C/C(/C=C/C2C=CC=CC=2)=O)=CC=1.[Pd].[Pd].C(OCC)(=O)C>[CH:13]1([S:19][C:2]2[CH:3]=[C:4]([CH:10]=[CH:11][CH:12]=2)[C:5]([O:7][CH2:8][CH3:9])=[O:6])[CH2:18][CH2:17][CH2:16][CH2:15][CH2:14]1 |f:4.5.6.7.8|. Reported procedure: Ethyl 3-iodobenzoate (5.00 g) was dissolve din dioxane (100 mL), and cyclohexanethiol (2.32 mL), N,N-diisopropylethylamine (6.29 mL), Xantphos (2.09 g) and Pd2(dba)3 (1.66 g) were added thereto in that order, and stirred in a nitrogen atmosphere at 100° C. for 7 hours. After left cooled, ethyl acetate was added to it, then washed with water ad saturated brine in that order, and dried with sodium sulfate. The drying agent was removed through filtration, the solvent was evaporated off under reduce... Reactants: BrC1=NC(=CC=C1)Br (2,6-dibromopyridine), C1(=CC=CC=C1)B(O)O (phenylboronic acid), C(=O)([O-])[O-].[Na+].[Na+] (Na2CO3). Reagents/catalysts: C=1C=CC(=CC1)[P](C=2C=CC=CC2)(C=3C=CC=CC3)[Pd]([P](C=4C=CC=CC4)(C=5C=CC=CC5)C=6C=CC=CC6)([P](C=7C=CC=CC7)(C=8C=CC=CC8)C=9C=CC=CC9)[P](C=1C=CC=CC1)(C=1C=CC=CC1)C=1C=CC=CC1 (Pd(PPh3)4). The solvent is C1(=CC=CC=C1)C (toluene), CO (methanol). Yields the product BrC1=NC(=CC=C1)C1=CC=CC=C1 (2-bromo-6-phenylpyridine), BrC1=NC(=CC=C1)Br (2,6-dibromopyridine), C1(=CC=CC=C1)C1=NC(=CC=C1)C1=CC=CC=C1 (2,6-diphenylpyridine). Reaction SMILES: [Br:1][C:2]1[CH:7]=[CH:6][CH:5]=[C:4]([Br:8])[N:3]=1.[C:9]1(B(O)O)[CH:14]=[CH:13][CH:12]=[CH:11][CH:10]=1.C([O-])([O-])=O.[Na+].[Na+]>C1(C)C=CC=CC=1.CO.C1C=CC([P]([Pd]([P](C2C=CC=CC=2)(C2C=CC=CC=2)C2C=CC=CC=2)([P](C2C=CC=CC=2)(C2C=CC=CC=2)C2C=CC=CC=2)[P](C2C=CC=CC=2)(C2C=CC=CC=2)C2C=CC=CC=2)(C2C=CC=CC=2)C2C=CC=CC=2)=CC=1>[Br:8][C:4]1[CH:5]=[CH:6][CH:7]=[C:2]([C:9]2[CH:14]=[CH:13][CH:12]=[CH:11][CH:10]=2)[N:3]=1.[Br:1][C:2]1[CH:7]=[CH:6][CH:5]=[C:4]([Br:8])[N:3]=1.[C:9]1([C:2]2[CH:7]=[CH:6][CH:5]=[C:4]([C:9]3[CH:14]=[CH:13][CH:12]=[CH:11][CH:10]=3)[N:3]=2)[CH:14]=[CH:13][CH:12]=[CH:11][CH:10]=1 |f:2.3.4,^1:36,38,57,76|. Procedure: To a mixture of 600 mg (2.5 mmol) of 2,6-dibromopyridine in 15 mL of toluene was added a mixture of 150 mg (1.27 mmol) of phenylboronic acid in 5 mL of methanol, 86 mg (0.075 mmol) of Pd(PPh3)4 and 15 mL of 2 M Na2CO3. The mixture was refluxed overnight, cooled, extracted with ethyl acetate, dried and 2-bromo-6-phenylpyridine isolated chromatographically from unreacted 2,6-dibromopyridine and 2,6-diphenylpyridine.